This data is from the Open Reaction Database (ORD), a public repository of structured organic reaction records. The task is: describe an organic reaction: reactants, conditions, products, and yield The reactants are CC(=O)OC(C(=O)O)c1ccccc1, ClCCl, CCN=C=NCCCN(C)C, CCN(C(C)C)C(C)C, Cl, Cl, On1nnc2ccccc21, COc1ccccc1C1(O)CCC(c2ccccc2)(c2ccccc2)C2CNCC21. Yields the product COc1ccccc1C1(O)CCC(c2ccccc2)(c2ccccc2)C2CN(C(=O)C(OC(C)=O)c3ccccc3)CC21. As a reaction SMILES: [C:11]([CH3:12])(=[O:13])[O:14][CH:15]([C:16](=[O:17])[OH:18])[c:19]1[cH:20][cH:21][cH:22][cH:23][cH:24]1.[CH2:77]([Cl:78])[Cl:79].[CH3:57][N:58]([CH3:59])[CH2:60][CH2:61][CH2:62][N:63]=[C:64]=[N:65][CH2:66][CH3:67].[CH:68]([N:69]([CH:70]([CH3:71])[CH3:72])[CH2:73][CH3:74])([CH3:75])[CH3:76].[ClH:25].[ClH:56].[OH:1][n:2]1[c:3]2[cH:4][cH:5][cH:6][cH:7][c:8]2[n:9][n:10]1.[c:26]1([C:32]2([c:50]3[cH:51][cH:52][cH:53][cH:54][cH:55]3)[CH2:33][CH2:34][C:35]([OH:41])([c:42]3[c:43]([O:48][CH3:49])[cH:44][cH:45][cH:46][cH:47]3)[CH:36]3[CH2:37][NH:38][CH2:39][CH:40]23)[cH:27][cH:28][cH:29][cH:30][cH:31]1>>[C:11]([CH3:12])(=[O:13])[O:14][CH:15]([C:16](=[O:18])[N:38]1[CH2:37][CH:36]2[C:35]([OH:41])([c:42]3[c:43]([O:48][CH3:49])[cH:44][cH:45][cH:46][cH:47]3)[CH2:34][CH2:33][C:32]([c:26]3[cH:27][cH:28][cH:29][cH:30][cH:31]3)([c:50]3[cH:51][cH:52][cH:53][cH:54][cH:55]3)[CH:40]2[CH2:39]1)[c:19]1[cH:20][cH:21][cH:22][cH:23][cH:24]1. Reactants: C1CCOC1 (THF), C(C(=O)Cl)(=O)Cl (oxalyl chloride), C1CCOC1 (THF), C1=CC=CC=2C3=CC=CC=C3C(C12)COC(=O)N[C@H](CC1=CNC2=CC=CC=C12)C(=O)O (N-(9-fluorenylmethoxycarbonyl)-D-tryptophan), CN(C)C=O (DMF). Run at temperature 0 celsius, time 1 hour. Yields the product ClC1=CC=C2CC(CN(C2=C1)C([C@@H](CC1=CNC2=CC=CC=C12)NC(=O)OCC1C2=CC=CC=C2C=2C=CC=CC12)=O)CN(C)C (7-chloro-3-(R,S)-(N,N-dimethylamino)methyl-1-[2-(R)-(9-fluorenylmethoxy)carbonylamino-3-(indol-3-yl)propanoyl]-1,2,3,4-tetrahydroquinoline). Reaction SMILES: [CH2:1]1[CH2:5]O[CH2:3][CH2:2]1.[C:6]([Cl:11])(=O)[C:7](Cl)=O.[CH:12]1[C:24]2[CH:23]([CH2:25][O:26][C:27]([NH:29][C@@H:30]([C:41]([OH:43])=O)[CH2:31][C:32]3[C:40]4[C:35](=[CH:36][CH:37]=[CH:38][CH:39]=4)[NH:34][CH:33]=3)=[O:28])[C:22]3[C:17](=[CH:18][CH:19]=[CH:20][CH:21]=3)[C:16]=2[CH:15]=[CH:14][CH:13]=1.[CH3:44][N:45]([CH:47]=O)[CH3:46]>>[Cl:11][C:6]1[CH:7]=[C:5]2[C:1]([CH2:32][CH:31]([CH2:47][N:45]([CH3:46])[CH3:44])[CH2:30][N:29]2[C:41](=[O:43])[C@H:30]([NH:29][C:27]([O:26][CH2:25][CH:23]2[C:22]3[CH:21]=[CH:20][CH:19]=[CH:18][C:17]=3[C:16]3[C:24]2=[CH:12][CH:13]=[CH:14][CH:15]=3)=[O:28])[CH2:31][C:32]2[C:40]3[C:35](=[CH:36][CH:37]=[CH:38][CH:39]=3)[NH:34][CH:33]=2)=[CH:2][CH:3]=1. Procedure: A THF (10 ml) solution of oxalyl chloride (1.6 ml) was added dropwise to a THF (50 ml) solution of N-(9-fluorenylmethoxycarbonyl)-D-tryptophan (6.444 g) and DMF (0.14 ml) at 0° C. The reaction mixture was stirred at 0° C. for one hour, then concentrated. An ethyl acetate (15 ml) solution of the residue was added dropwise to the mixture of an ethyl acetate (30 ml) solution of 7-chloro-3-(N, N-dimethylamino )methyl-1,2,3, 4-tetrahydroquinoline (1.128 g) and a saturated aqueous sodium bicarbonate s... The reactants are O=C([O-])[O-], CN(C)C=O, BrC1CCCC1, [K+], [K+], COC(=S)c1cnc(C)c(O)c1. Product: COC(=S)c1cnc(C)c(OC2CCCC2)c1. Reaction SMILES: [C:19](=[O:20])([O-:21])[O-:22].[CH3:25][N:26]([CH3:27])[CH:28]=[O:29].[CH:1]1([Br:6])[CH2:2][CH2:3][CH2:4][CH2:5]1.[K+:23].[K+:24].[OH:7][c:8]1[c:9]([CH3:18])[n:10][cH:11][c:12]([C:13](=[S:14])[O:15][CH3:16])[cH:17]1>>[CH:1]1([O:7][c:8]2[c:9]([CH3:18])[n:10][cH:11][c:12]([C:13](=[S:14])[O:15][CH3:16])[cH:17]2)[CH2:2][CH2:3][CH2:4][CH2:5]1. Reactants: NC1=C(CNC(C2=CC(=C(C(=C2)OC)C)OC)=O)C=CC(=C1)C1=NOC(=N1)C (N-[2-Amino-4-(5-methyl-[1,2,4]oxadiazol-3-yl)-benzyl]-3,5-dimethoxy-4-methyl-benzamide), BrC1=CC=CC=C1 (bromobenzene), [OH-].[K+] (potassium hydroxide), O (water). The reagents and catalysts are [Br-].C(CCCCCCCCCCCCCCC)[N+](C)(C)C (cetyltrimethylammonium bromide), [Pd] (Pd), [Br-].C(CCCCCCCCCCCCCCC)[N+](C)(C)C (cetyltrimethyl-ammonium bromide), [Pd] (Pd), [Pd] (Pd). Run in C1(=CC=CC=C1)C (toluene). Run at temperature 90 celsius, time 18 hour. Yields the product COC=1C=C(C(=O)NCC2=C(C=C(C=C2)C2=NOC(=N2)C)NC2=CC=CC=C2)C=C(C1C)OC (3,5-Dimethoxy-4-methyl-N-[4-(5-methyl-[1,2,4]oxadiazol-3-yl)-2-phenylamino-benzyl]-benzamide). Isolated yield 40.3%. RXN SMILES: [NH2:1][C:2]1[CH:22]=[C:21]([C:23]2[N:27]=[C:26]([CH3:28])[O:25][N:24]=2)[CH:20]=[CH:19][C:3]=1[CH2:4][NH:5][C:6](=[O:18])[C:7]1[CH:12]=[C:11]([O:13][CH3:14])[C:10]([CH3:15])=[C:9]([O:16][CH3:17])[CH:8]=1.Br[C:30]1[CH:35]=[CH:34][CH:33]=[CH:32][CH:31]=1.[OH-].[K+].O>[Br-].C([N+](C)(C)C)CCCCCCCCCCCCCCC.C1(C)C=CC=CC=1.[Pd]>[CH3:17][O:16][C:9]1[CH:8]=[C:7]([CH:12]=[C:11]([O:13][CH3:14])[C:10]=1[CH3:15])[C:6]([NH:5][CH2:4][C:3]1[CH:19]=[CH:20][C:21]([C:23]2[N:27]=[C:26]([CH3:28])[O:25][N:24]=2)=[CH:22][C:2]=1[NH:1][C:30]1[CH:35]=[CH:34][CH:33]=[CH:32][CH:31]=1)=[O:18] |f:2.3,5.6|. Reported procedure: To a suspension of Pd(P(t-Bu3)2 (3.3 mg, 0.0065 mmol) and cetyltrimethylammonium bromide (1.2 mg, 0.0033 mmol) in toluene (2 mL) was added compound 1g (250 mg, 0.65 mmol), bromobenzene (0.072 mL, 0.68 mmol), potassium hydroxide (55 mg, 0.98 mmol), and water (0.018 mL, 0.98 mmol). The reaction mixture was heated at 90° C. for 24 h. Additional Pd(P(t-Bu3)2 (5 mg) and cetyltrimethyl-ammonium bromide (3 mg) was added and heating was continued for 18 h. Additional Pd(P(t-Bu3)2 (5 mg) was added, and t... Reactants: C(C)OC(=O)C1=C(SC=C1C1=CC=CC=C1)N (2-Amino-4-phenyl-thiophene-3-carboxylic acid ethyl ester), C(C)O (Ethanol). Run in O (water), [OH-].[K+] (potassium hydroxide). Run at time 8 hour. Yields the product C1(=CC=CC=C1)C=1C=C(SC1)N (4-phenyl-thiophen-2-ylamine). As a reaction SMILES: C(OC([C:6]1[C:10]([C:11]2[CH:16]=[CH:15][CH:14]=[CH:13][CH:12]=2)=[CH:9][S:8][C:7]=1[NH2:17])=O)C.C(O)C>[OH-].[K+].O>[C:11]1([C:10]2[CH:6]=[C:7]([NH2:17])[S:8][CH:9]=2)[CH:12]=[CH:13][CH:14]=[CH:15][CH:16]=1 |f:2.3|. Reported procedure: 2-Amino-4-phenyl-thiophene-3-carboxylic acid ethyl ester (5 g, 20.2 mmol) was suspended in 20% potassium hydroxide solution (100 ml) and heated to reflux. Ethanol (100 ml) was added to aid dissolution. The reaction was stirred overnight and then cooled to room temperature and diluted with water (250 ml). The precipitated solid was collected by filtration and dissolved in DCM/ethyl acetate before drying over magnesium sulfate. The solvent was removed in vacuo to give 4-phenyl-thiophen-2-ylamine. ... Product: N1[C@@H](CC2=CC=CC=C12)CO ((S)-Indolin-2-ylmethanol). The yield is 87.0%. Procedure: BH3-DMS solution (18.4 mmol, 2 eq) was added dropwise to a solution of (S)-indoline-2-carboxylic acid (9.2 mmol, 1.0 eq) in THF (18 ml) and the mixture was refluxed for 12 h. Methanol (7.5 ml) and concentrated HCl (2.5 ml) were added to the reaction mixture with cooling, then refluxing was continued for a further 2 hours. The solvent was removed under vacuum and the residue made alkaline with 40% NaOH solution and extracted with DCM. The organic phase was washed with saturated sodium chloride so... The reactants are BH3-DMS, N1[C@@H](CC2=CC=CC=C12)C(=O)O ((S)-indoline-2-carboxylic acid), CO (Methanol), Cl (HCl). Reaction SMILES: [NH:1]1[C:9]2[C:4](=[CH:5][CH:6]=[CH:7][CH:8]=2)[CH2:3][C@H:2]1[C:10](O)=[O:11].CO.Cl>C1COCC1>[NH:1]1[C:9]2[C:4](=[CH:5][CH:6]=[CH:7][CH:8]=2)[CH2:3][C@H:2]1[CH2:10][OH:11]. Run at time 2 hour. Solvent: C1CCOC1 (THF). The reactants are cuprate, C/C(/C(=O)N1C(OC[C@@H]1C1=CC=CC=C1)=O)=C\CC ((S)-3-((E)-2-methyl-pent-2-enoyl)-4-phenyl-oxazolidin-2-one), cuprate, C[Mg]Cl (methyl magnesium chloride), [Cl-].[Li+] (lithium chloride). Run in O1CCCC1 (tetrahydrofuran), C(C)(=O)O (acetic acid), O1CCCC1 (tetrahydrofuran), O (water). Run at time 30 minute. Yields the product C[C@@H](C(=O)N1C(OC[C@@H]1C1=CC=CC=C1)=O)[C@@H](CC)C ((2R,3R,4S)-3-(2,3-Dimethyl-pentanoyl)-4-phenyl-oxazolidin-2-one). Yield: 64.6%. Reaction SMILES: [Cl-].[Li+].[CH3:3][Mg]Cl.[CH3:6]/[C:7](=[CH:22]\[CH2:23][CH3:24])/[C:8]([N:10]1[C@@H:14]([C:15]2[CH:20]=[CH:19][CH:18]=[CH:17][CH:16]=2)[CH2:13][O:12][C:11]1=[O:21])=[O:9]>O.O1CCCC1.C(O)(=O)C>[CH3:6][C@H:7]([C@H:22]([CH3:3])[CH2:23][CH3:24])[C:8]([N:10]1[C@@H:14]([C:15]2[CH:20]=[CH:19][CH:18]=[CH:17][CH:16]=2)[CH2:13][O:12][C:11]1=[O:21])=[O:9] |f:0.1|. Procedure: A 20 L jacketed reactor was fit with a gas inlet and a 2 L dripping funnel. A nitrogen sweep was begun over the reactor and maintained throughout the process. To the reactor was charged 392 g (9.26 mol) of lithium chloride, 1332 g (6.479 mol) of copper bromide dimethylsulfide complex and 11 L of tetrahydrofuran. The reaction was stirred for 30 minutes at room temperature and then cooled to −15° C. To the reaction mixture was added 4.268 L (12.80 mol) of 3.0M methyl magnesium chloride at a rate s...